This data is from the Open Reaction Database (ORD), a public repository of structured organic reaction records. The task is: describe an organic reaction: reactants, conditions, products, and yield Reactants: O=C1C(CCCCCCCCCC1)CCC(=O)O (β-(2-oxocyclododecyl)propionic acid), C(C)(=O)OC(C)=O (acetic anhydride). As a reaction SMILES: O=[C:2]1[CH2:13][CH2:12][CH2:11][CH2:10][CH2:9][CH2:8][CH2:7][CH2:6][CH2:5][CH2:4][CH:3]1[CH2:14][CH2:15][C:16]([OH:18])=[O:17].C(OC(=O)C)(=O)C>C(O)(=O)C>[C:3]12[CH2:14][CH2:15][C:16](=[O:17])[O:18][C:2]=1[CH2:13][CH2:12][CH2:11][CH2:10][CH2:9][CH2:8][CH2:7][CH2:6][CH2:5][CH2:4]2. The solvent is C(C)(=O)O (acetic acid). Procedure: One part of β-(2-oxocyclododecyl)propionic acid, 1 part of acetic anhydride, 10 parts of glacial acetic acid, and 0.5 part of Amberlyst 15 were allowed to react at 50° C for 4 hours and the reaction solution was withdrawn and analyzed by gas chromatography to find that β-(2-oxocyclododecyl)propionic acid was not present and 13-oxabicyclo(10.4.0)hexadec-1(12)-en-14-one was produced in 99% selectivity. Yields the product C1=2CCCCCCCCCCC2OC(CC1)=O (13-oxabicyclo(10.4.0)hexadec-1(12)-en-14-one). Starting materials: CON, CO, Cl, COC(=O)C(=O)c1ccc2ccccc2c1O. The product is CON=C(C(=O)OC)c1ccc2ccccc2c1O. As a reaction SMILES: [CH3:19][O:20][NH2:21].[CH3:22][OH:23].[ClH:18].[OH:1][c:2]1[c:3]([C:12]([C:13](=[O:14])[O:15][CH3:16])=[O:17])[cH:4][cH:5][c:6]2[cH:7][cH:8][cH:9][cH:10][c:11]12>>[OH:1][c:2]1[c:3]([C:12]([C:13](=[O:14])[O:15][CH3:16])=[N:21][O:20][CH3:19])[cH:4][cH:5][c:6]2[cH:7][cH:8][cH:9][cH:10][c:11]12. Reactants: [Br-], BrCBr, CC[N+](CC)(CC)Cc1ccccc1, O=N[O-], COc1ccc2c(C)ccc(-n3c(N)nnc3SCC(=O)Nc3ccc(C(=O)O)cc3Cl)c2c1, [Na+], O=C(O)C(Cl)Cl. Yields the product COc1ccc2c(C)ccc(-n3c(Br)nnc3SCC(=O)Nc3ccc(C(=O)O)cc3Cl)c2c1. Reaction SMILES: [Br-:48].[Br:45][CH2:46][Br:47].[CH2:49]([N+:50]([CH2:51][CH3:52])([CH2:53][CH3:54])[CH2:55][CH3:56])[c:57]1[cH:58][cH:59][cH:60][cH:61][cH:62]1.[N:41]([O-:42])=[O:43].[NH2:7][c:8]1[n:9](-[c:28]2[cH:29][cH:30][c:31]([CH3:40])[c:32]3[cH:33][cH:34][c:35]([O:38][CH3:39])[cH:36][c:37]23)[c:10]([S:13][CH2:14][C:15](=[O:16])[NH:17][c:18]2[c:19]([Cl:27])[cH:20][c:21]([C:22](=[O:23])[OH:24])[cH:25][cH:26]2)[n:11][n:12]1.[Na+:44].[OH:1][C:2]([CH:3]([Cl:4])[Cl:5])=[O:6]>>[c:8]1([Br:45])[n:9](-[c:28]2[cH:29][cH:30][c:31]([CH3:40])[c:32]3[cH:33][cH:34][c:35]([O:38][CH3:39])[cH:36][c:37]23)[c:10]([S:13][CH2:14][C:15](=[O:16])[NH:17][c:18]2[c:19]([Cl:27])[cH:20][c:21]([C:22](=[O:23])[OH:24])[cH:25][cH:26]2)[n:11][n:12]1. Run in Cl (HCl). Starting materials: NC1=C(C=C(C(=C1)Cl)S(=O)(=O)N)S(=O)(=O)N (4-amino-6-chloro-1,3-benzenedisulfonamide), N1(CCCC1)CC1CCC(CC1)=O (4-(1-pyrrolidinylmethyl) cyclohexanone). The yield is 168.9%. Reported procedure: A mixture of 4-amino-6-chloro-1,3-benzenedisulfonamide (5.72 g., 0.02 mole) and 4-(1-pyrrolidinylmethyl) cyclohexanone (5.0 g., 0.027 mole) in 2 N ethanolic HCl (100 ml.) is refluxed one and one half hours and cooled to give 8.2 g of 4'-(1-pyrrolidinylmethyl)-6-chlorospiro[2H-1,2,4-benzothiadiazine-3(4H),1'-cyclohexane]-7-sulfonamide-1,1-dioxide hydrochloride which melts at 268°-70° C. As a reaction SMILES: [NH2:1][C:2]1[CH:7]=[C:6]([Cl:8])[C:5]([S:9]([NH2:12])(=[O:11])=[O:10])=[CH:4][C:3]=1[S:13]([NH2:16])(=[O:15])=[O:14].[N:17]1([CH2:22][CH:23]2[CH2:28][CH2:27][C:26](=O)[CH2:25][CH2:24]2)[CH2:21][CH2:20][CH2:19][CH2:18]1>Cl>[ClH:8].[N:17]1([CH2:22][CH:23]2[CH2:28][CH2:27][C:26]3([NH:1][C:2]4[CH:7]=[C:6]([Cl:8])[C:5]([S:9]([NH2:12])(=[O:10])=[O:11])=[CH:4][C:3]=4[S:13](=[O:15])(=[O:14])[NH:16]3)[CH2:25][CH2:24]2)[CH2:21][CH2:20][CH2:19][CH2:18]1 |f:3.4|. The product is Cl.N1(CCCC1)CC1CCC2(CC1)NS(C1=C(N2)C=C(C(=C1)S(=O)(=O)N)Cl)(=O)=O (4'-(1-pyrrolidinylmethyl)-6-chlorospiro[2H-1,2,4-benzothiadiazine-3(4H),1'-cyclohexane]-7-sulfonamide-1,1-dioxide hydrochloride).